The task is: describe an organic reaction: reactants, conditions, products, and yield. This data is from the Open Reaction Database (ORD), a public repository of structured organic reaction records. The reactants are C(=O)=O (dry ice), C(C)(C)O (isopropanol), C(C1=CC=CC=C1)C=1OC2=C(C1C(=O)C1=C(C=C(C=C1)OC)OC)C=CC=C2 ((2-benzyl-benzofuran-3-yl)-(2,4-dimethoxy-phenyl)-methanone), solution, B(Br)(Br)Br (boron tribromide). Run in C(Cl)Cl (methylene chloride), C(Cl)Cl (methylene chloride). Run at time 45 hour. Product: C1=CC=CC=2OC3=C(C21)C(=C2C=CC=CC2=C3)C3=C(C=C(C=C3)O)O (4-(Benzo[b]naphtho[2,3-d]furan-11-yl)-benzene-1, 3-diol). Yield: 38.4%. RXN SMILES: C(=O)=O.C(O)(C)C.[CH2:8]([C:15]1[O:16][C:17]2[CH:35]=[CH:34][CH:33]=[CH:32][C:18]=2[C:19]=1[C:20]([C:22]1[CH:27]=[CH:26][C:25]([O:28]C)=[CH:24][C:23]=1[O:30]C)=O)[C:9]1[CH:14]=[CH:13][CH:12]=[CH:11][CH:10]=1.B(Br)(Br)Br>C(Cl)Cl>[CH:32]1[C:18]2[C:19]3[C:20]([C:22]4[CH:27]=[CH:26][C:25]([OH:28])=[CH:24][C:23]=4[OH:30])=[C:10]4[C:9](=[CH:8][C:15]=3[O:16][C:17]=2[CH:35]=[CH:34][CH:33]=1)[CH:14]=[CH:13][CH:12]=[CH:11]4. Procedure details: To a cold (-76° C. dry ice, isopropanol bath) solution of (2-benzyl-benzofuran-3-yl)-(2,4-dimethoxy-phenyl)-methanone (6.13 g, 16.5 mmol) in anhydrous methylene chloride (60 mL) was added a 1 M solution of boron tribromide in methylene chloride (100 mL, 100 mmol, 6.06 eq) dropwise over a period of 20 minutes under a dry nitrogen atmosphere. The dry ice bath was removed and the reaction mixture was stirred at ambient temperature for 45 hours. After cooling in an ice bath water was carefully added... The reactants are C, CC(=O)O, COC(=O)c1ccc(C=CC(=O)O)cc1OC, [Pd]. The product is COC(=O)c1ccc(CCC(=O)O)cc1OC. RXN SMILES: [C:22].[CH3:18][C:19](=[O:20])[OH:21].[CH3:1][O:2][c:3]1[cH:4][c:5]([CH:6]=[CH:7][C:8](=[O:9])[OH:10])[cH:11][cH:12][c:13]1[C:14](=[O:15])[O:16][CH3:17].[Pd:23]>>[CH3:1][O:2][c:3]1[cH:4][c:5]([CH2:6][CH2:7][C:8](=[O:9])[OH:10])[cH:11][cH:12][c:13]1[C:14](=[O:15])[O:16][CH3:17]. Starting materials: BrC=1C=C(C=CC1)B(O)O ((3-bromophenyl)boronic acid), C(O)([O-])=O.[Na+] (sodium hydrogencarbonate), tetrakis(triphenylphosphine)palladium[0], IC1=NN(C2=CC=C(C=C12)NS(=O)(=O)C1=C(C=CC=C1)S(=O)(=O)C)C(=O)OC(C)(C)C (tert-butyl 3-iodo-5-(2-methylsulfonylbenzenesulfonylamino)indazole-1-carboxylate), O (water). Run in CN(C=O)C (dimethylformamide). Run at temperature 20 celsius. The product is BrC=1C=C(C=CC1)C1=NNC2=CC=C(C=C12)NS(=O)(=O)C1=C(C=CC=C1)S(=O)(=O)C (N-[3-(3-bromophenyl)-1H-indazol-5-yl]-2-methylsulfonylbenzenesulfonamide). Yield: 69.4%. Reaction SMILES: [Br:1][C:2]1[CH:3]=[C:4](B(O)O)[CH:5]=[CH:6][CH:7]=1.C(=O)([O-])O.[Na+].I[C:17]1[C:25]2[C:20](=[CH:21][CH:22]=[C:23]([NH:26][S:27]([C:30]3[CH:35]=[CH:34][CH:33]=[CH:32][C:31]=3[S:36]([CH3:39])(=[O:38])=[O:37])(=[O:29])=[O:28])[CH:24]=2)[N:19](C(OC(C)(C)C)=O)[N:18]=1.O>CN(C)C=O>[Br:1][C:2]1[CH:3]=[C:4]([C:17]2[C:25]3[C:20](=[CH:21][CH:22]=[C:23]([NH:26][S:27]([C:30]4[CH:35]=[CH:34][CH:33]=[CH:32][C:31]=4[S:36]([CH3:39])(=[O:38])=[O:37])(=[O:28])=[O:29])[CH:24]=3)[NH:19][N:18]=2)[CH:5]=[CH:6][CH:7]=1 |f:1.2|. Procedure: N-[3-(3-Bromophenyl)-1H-indazol-5-yl]-2-methylsulfonylbenzenesulfonamide can be obtained in the follow way: 1.6 g of (3-bromophenyl)boronic acid, 8.7 ml of a saturated aqueous sodium hydrogencarbonate solution and 0.11 g of tetrakis(triphenylphosphine)palladium[0] are added successively to a suspension, maintained under an atmosphere of argon, of 2.3 g of tert-butyl 3-iodo-5-(2-methylsulfonylbenzenesulfonylamino)indazole-1-carboxylate in 90 ml of dimethylformamide. The reaction mixture is reflux... Starting materials: C(#N)C=1C=C(CNC(C2=CC=C(C=C2)NC2CCC3=C2C=C2C(N(C(=NC2=C3)C)COC(C(C)(C)C)=O)=O)=O)C=CC1 (N-(3-cyanobenzyl)-p-[N-((6RS)-2-methyl-4-oxo-3-pivaloyloxymethyl-3,4,7,8-tetrahydro-6H-cyclopenta[g]quinazolin-6-yl)amino]benzamide), C(C#C)Br (propargyl bromide). RXN SMILES: [C:1]([C:3]1[CH:4]=[C:5]([CH:40]=[CH:41][CH:42]=1)[CH2:6][NH:7][C:8](=[O:39])[C:9]1[CH:14]=[CH:13][C:12]([NH:15][CH:16]2[C:20]3[CH:21]=[C:22]4[C:27](=[CH:28][C:19]=3[CH2:18][CH2:17]2)[N:26]=[C:25]([CH3:29])[N:24]([CH2:30][O:31][C:32](=[O:37])[C:33]([CH3:36])([CH3:35])[CH3:34])[C:23]4=[O:38])=[CH:11][CH:10]=1)#[N:2].[CH2:43](Br)[C:44]#[CH:45]>>[C:1]([C:3]1[CH:4]=[C:5]([CH:40]=[CH:41][CH:42]=1)[CH2:6][NH:7][C:8](=[O:39])[C:9]1[CH:10]=[CH:11][C:12]([N:15]([CH:16]2[C:20]3[CH:21]=[C:22]4[C:27](=[CH:28][C:19]=3[CH2:18][CH2:17]2)[N:26]=[C:25]([CH3:29])[N:24]([CH2:30][O:31][C:32](=[O:37])[C:33]([CH3:36])([CH3:35])[CH3:34])[C:23]4=[O:38])[CH2:45][C:44]#[CH:43])=[CH:13][CH:14]=1)#[N:2]. Reported procedure: Using an analogous procedure to that described in the first paragraph of Example 1, N-(3-cyanobenzyl)-p-[N-((6RS)-2-methyl-4-oxo-3-pivaloyloxymethyl-3,4,7,8-tetrahydro-6H-cyclopenta[g]quinazolin-6-yl)amino]benzamide (0.36 g) was reacted with propargyl bromide to give N-(3-cyanobenzyl)-p-[N-(2-methyl-4-oxo-3-pivaloyloxymethyl-3,4,7,8-tetrahydro-6H-cyclopenta[g]quinazolin-6-yl)-N-(prop-2-ynyl)amino]benzamide (0.154 g). Yields the product C(#N)C=1C=C(CNC(C2=CC=C(C=C2)N(CC#C)C2CCC3=C2C=C2C(N(C(=NC2=C3)C)COC(C(C)(C)C)=O)=O)=O)C=CC1 (N-(3-cyanobenzyl)-p-[N-(2-methyl-4-oxo-3-pivaloyloxymethyl-3,4,7,8-tetrahydro-6H-cyclopenta[g]quinazolin-6-yl)-N-(prop-2-ynyl)amino]benzamide). The reactants are ClC1=NC=NC2=CC(=C(C=C12)OC)OCC1CCN(CC1)C (4-chloro-6-methoxy-7-((1-methylpiperidin-4-yl)methoxy)quinazoline), CC1(NC2=CC=C(C=C2C(=C1)C)O)C (2,2,4-trimethyl-1,2-dihydroquinolin-6-ol). Yields the product COC=1C=C2C(=NC=NC2=CC1OCC1CCN(CC1)C)OC=1C=C2C(=CC(NC2=CC1)(C)C)C (6-methoxy-7-((1-methylpiperidin-4-yl)methoxy)-4-(2,2,4-trimethyl-1,2-dihydroquinolin-6-yloxy)quinazoline). The yield is 73.7%. As a reaction SMILES: Cl[C:2]1[C:11]2[C:6](=[CH:7][C:8]([O:14][CH2:15][CH:16]3[CH2:21][CH2:20][N:19]([CH3:22])[CH2:18][CH2:17]3)=[C:9]([O:12][CH3:13])[CH:10]=2)[N:5]=[CH:4][N:3]=1.[CH3:23][C:24]1([CH3:36])[CH:33]=[C:32]([CH3:34])[C:31]2[C:26](=[CH:27][CH:28]=[C:29]([OH:35])[CH:30]=2)[NH:25]1>>[CH3:13][O:12][C:9]1[CH:10]=[C:11]2[C:6](=[CH:7][C:8]=1[O:14][CH2:15][CH:16]1[CH2:21][CH2:20][N:19]([CH3:22])[CH2:18][CH2:17]1)[N:5]=[CH:4][N:3]=[C:2]2[O:35][C:29]1[CH:30]=[C:31]2[C:26](=[CH:27][CH:28]=1)[NH:25][C:24]([CH3:36])([CH3:23])[CH:33]=[C:32]2[CH3:34]. Reported procedure: Using a procedure analogous to that described for Example 9, 4-chloro-6-methoxy-7-((1-methylpiperidin-4-yl)methoxy)quinazoline (0.13 g, 0.4 mmol), (prepared as described for the starting material in Example 10), was reacted with 2,2,4-trimethyl-1,2-dihydroquinolin-6-ol (95 mg, 0.5 mmol), (IZV. ACAD. NAVK. SSSR. Ser. Khim. 1981, 9, 2008), to give 6-methoxy-7-((1-methylpiperidin-4-yl)methoxy)-4-(2,2,4-trimethyl-1,2-dihydroquinolin-6-yloxy)quinazoline (140 mg, 74%). Reactants: [Br-], CON(C)C(=O)c1cc(Br)ccc1F, C1CCOC1, C[Mg+], CCOCC, Cl. Yields the product CC(=O)c1cc(Br)ccc1F. As a reaction SMILES: [Br-:15].[Br:1][c:2]1[cH:3][cH:4][c:5]([F:14])[c:6]([C:7](=[O:8])[N:9]([O:10][CH3:11])[CH3:12])[cH:13]1.[CH2:24]1[O:25][CH2:26][CH2:27][CH2:28]1.[CH3:16][Mg+:17].[CH3:18][CH2:19][O:20][CH2:21][CH3:22].[ClH:23]>>[Br:1][c:2]1[cH:3][cH:4][c:5]([F:14])[c:6]([C:7](=[O:8])[CH3:18])[cH:13]1. Starting materials: SC1=NC=CC=C1 (2-mercaptopyridine), Pet Ether EtOAc, COC(=O)SCl (methoxycarbonyl sulfenyl chloride), SC(C)O (mercaptoethanol). Solvent: ClCCl (dichloromethane), ClCCl (dichloromethane). Run at temperature 0 celsius, time 30 minute. Yields the product N1=C(C=CC=C1)SSCCO (2-(2-(Pyridin-2-yl)disulfanyl)ethanol). Yield: 114.6%. As a reaction SMILES: CO[C:3]([S:5]Cl)=O.S[CH:8]([OH:10])C.[SH:11][C:12]1[CH:17]=[CH:16][CH:15]=[CH:14][N:13]=1>ClCCl>[N:13]1[CH:14]=[CH:15][CH:16]=[CH:17][C:12]=1[S:11][S:5][CH2:3][CH2:8][OH:10]. Reported procedure: To a solution of methoxycarbonyl sulfenyl chloride (10 mL, 110 mmol), in dichloromethane (100 mL), cooled to 0 C, was added mercaptoethanol (7.6 mL, 110 mmol), dropwise. The reaction mixture was allowed to stir at 0° C. for 30 min. At this point, a solution of 2-mercaptopyridine (12.2 g, 110 mmol) in dichloromethane (160 mL) was added. The solution was allowed to react at 0° C. for 1 hr and then was allowed to warm to RT for another 1 hr. Solid product was observed to have fallen out of solution... Reactants: C(C)OC(=O)C1=C(C=2C(=CN=CC2)S1)NC1=C(C=C(C=C1)I)F (3-(2-fluoro-4-iodo-phenylamino)-thieno[2,3-c]pyridine-2-carboxylic acid ethyl ester), [OH-].[Na+] (NaOH), CC1(OC[C@@H](O1)CON)C (O—((R)-2,2-dimethyl-[1,3]dioxolan-4-ylmethyl)hydroxylamine), CCN=C=NCCCN(C)C (EDCI), C=1C=CC2=C(C1)N=NN2O (HOBt), CCN(C(C)C)C(C)C (DIPEA). The solvent is C1CCOC1 (THF), C(C)O (ethanol). Run at temperature 65 celsius, time 19 hour. The product is CC1(OC[C@@H](O1)CONC(=O)C1=C(C=2C=NC=CC2S1)NC1=C(C=C(C=C1)I)F)C (3-(2-Fluoro-4-iodo-phenylamino)-thieno[3,2-c]pyridine-2-carboxylic acid ((R)-2,2-dimethyl-[1,3]dioxolan-4-ylmethoxy)-amide). The yield is 30.1%. RXN SMILES: C(O[C:4]([C:6]1[S:14][C:9]2=[CH:10]N=C[CH:13]=[C:8]2[C:7]=1[NH:15][C:16]1[CH:21]=[CH:20][C:19]([I:22])=[CH:18][C:17]=1[F:23])=[O:5])C.[OH-].[Na+].[CH3:26][C:27]1([CH3:35])[O:31][C@@H:30]([CH2:32][O:33][NH2:34])[CH2:29][O:28]1.C[CH2:37][N:38]=C=NCCCN(C)C.C1C=CC2N(O)N=NC=2C=1.CCN(C(C)C)C(C)C>C1COCC1.C(O)C>[CH3:26][C:27]1([CH3:35])[O:31][C@@H:30]([CH2:32][O:33][NH:34][C:4]([C:6]2[S:14][C:9]3[CH:10]=[CH:37][N:38]=[CH:13][C:8]=3[C:7]=2[NH:15][C:16]2[CH:21]=[CH:20][C:19]([I:22])=[CH:18][C:17]=2[F:23])=[O:5])[CH2:29][O:28]1 |f:1.2|. Procedure details: A mixture of 3-(2-fluoro-4-iodo-phenylamino)-thieno[2,3-c]pyridine-2-carboxylic acid ethyl ester (50 mg, 0.11 mmol), 1N aqueous NaOH solution (0.12 ml, 0.12 mmol) and ethanol (2 ml) was heated at 65° C. for 45 minutes. The reaction mixture was concentrated then azeotroped with toluene (2×2 ml) to give a solid residue. The solid residue was dissolved in anhydrous THF (2 ml) and O—((R)-2,2-dimethyl-[1,3]dioxolan-4-ylmethyl)hydroxylamine (27 mg, 0.23 mmol), EDCI (27 mg, 0.14 mmol), HOBt (21 mg, 0.1... The reactants are COCOc1c(C(F)(F)F)ccc(CO)c1C(OC)OC, COC(=O)Cc1ccc(-c2ccc(O)cc2F)cc1. Product: COCOc1c(C(F)(F)F)ccc(COc2ccc(-c3ccc(CC(=O)OC)cc3)c(F)c2)c1C(OC)OC. Reaction SMILES: [CH3:20][O:21][CH:22]([c:23]1[c:24]([CH2:37][OH:38])[cH:25][cH:26][c:27]([C:33]([F:34])([F:35])[F:36])[c:28]1[O:29][CH2:30][O:31][CH3:32])[O:39][CH3:40].[F:1][c:2]1[c:3](-[c:9]2[cH:10][cH:11][c:12]([CH2:15][C:16](=[O:17])[O:18][CH3:19])[cH:13][cH:14]2)[cH:4][cH:5][c:6]([OH:8])[cH:7]1>>[F:1][c:2]1[c:3](-[c:9]2[cH:10][cH:11][c:12]([CH2:15][C:16](=[O:17])[O:18][CH3:19])[cH:13][cH:14]2)[cH:4][cH:5][c:6]([O:8][CH2:37][c:24]2[c:23]([CH:22]([O:21][CH3:20])[O:39][CH3:40])[c:28]([O:29][CH2:30][O:31][CH3:32])[c:27]([C:33]([F:34])([F:35])[F:36])[cH:26][cH:25]2)[cH:7]1.